This data is from the Open Reaction Database (ORD), a public repository of structured organic reaction records. The task is: describe an organic reaction: reactants, conditions, products, and yield The reactants are N#CCBr, C1CCOC1, CC1Cc2ccc(-c3cc[nH]n3)cc2CN1c1cc(N2CCN(C)CC2)nc(N)n1, CC(C)(C)[O-], [K+], CN(C)C=O. Yields the product CC1Cc2ccc(-c3ccn(CC#N)n3)cc2CN1c1cc(N2CCN(C)CC2)nc(N)n1. As a reaction SMILES: [Br:42][CH2:43][C:44]#[N:45].[CH2:7]1[O:8][CH2:9][CH2:10][CH2:11]1.[CH3:12][N:13]1[CH2:14][CH2:15][N:16]([c:19]2[n:20][c:21]([NH2:41])[n:22][c:23]([N:25]3[CH2:26][c:27]4[cH:28][c:29](-[c:36]5[n:37][nH:38][cH:39][cH:40]5)[cH:30][cH:31][c:32]4[CH2:33][CH:34]3[CH3:35])[cH:24]2)[CH2:17][CH2:18]1.[CH3:1][C:2]([CH3:3])([O-:4])[CH3:5].[K+:6].[O:46]=[CH:47][N:48]([CH3:49])[CH3:50]>>[CH3:12][N:13]1[CH2:14][CH2:15][N:16]([c:19]2[n:20][c:21]([NH2:41])[n:22][c:23]([N:25]3[CH2:26][c:27]4[cH:28][c:29](-[c:36]5[n:37][n:38]([CH2:43][C:44]#[N:45])[cH:39][cH:40]5)[cH:30][cH:31][c:32]4[CH2:33][CH:34]3[CH3:35])[cH:24]2)[CH2:17][CH2:18]1. The product is O=[N+]([O-])c1cnc2cccnc2c1Cl. Reaction SMILES: [N+:6](=[O:7])([O-:8])[c:9]1[cH:10][n:11][c:12]2[cH:13][cH:14][cH:15][n:16][c:17]2[c:18]1[OH:19].[O:21]=[CH:22][N:23]([CH3:24])[CH3:25].[OH2:20].[P:1]([Cl:2])([Cl:3])([Cl:4])=[O:5]>>[Cl:3][c:18]1[c:9]([N+:6](=[O:7])[O-:8])[cH:10][n:11][c:12]2[cH:13][cH:14][cH:15][n:16][c:17]21. The reactants are O=[N+]([O-])c1cnc2cccnc2c1O, CN(C)C=O, O, O=P(Cl)(Cl)Cl.